From a dataset of the Open Reaction Database (ORD), a public repository of structured organic reaction records. describe an organic reaction: reactants, conditions, products, and yield Starting materials: FC1=CC=C(C=C1)CN1C(=NC2=C1C=CC=C2)C(=O)C2CCNCC2 ([1-[(4-fluorophenyl)methyl]-1H-benzimidazol-2-yl]-4-piperidinylmethanone), mono (trifluoroacetate), C([O-])([O-])=O.[K+].[K+] (potassium carbonate), CN(C)C=O (DMF), BrCCC1=CC=C(C=C1)OC (1-(2-bromoethyl)-4-methoxybenzene). The solvent is O (H2O), C(C)(=O)OCC (ethyl acetate), C1(=CC=CC=C1)C (toluene). Conditions: time 22 hour. Yields the product FC1=CC=C(C=C1)CN1C(=NC2=C1C=CC=C2)C(=O)C2CCN(CC2)CCC2=CC=C(C=C2)OC ([1-[(4-fluorophenyl)methyl]-1H-benzimidazol-2-yl][1-[2-(4-methoxyphenyl)ethyl]-4-piperidinyl]methanone). As a reaction SMILES: [F:1][C:2]1[CH:7]=[CH:6][C:5]([CH2:8][N:9]2[C:13]3[CH:14]=[CH:15][CH:16]=[CH:17][C:12]=3[N:11]=[C:10]2[C:18]([CH:20]2[CH2:25][CH2:24][NH:23][CH2:22][CH2:21]2)=[O:19])=[CH:4][CH:3]=1.C(=O)([O-])[O-].[K+].[K+].CN(C=O)C.Br[CH2:38][CH2:39][C:40]1[CH:45]=[CH:44][C:43]([O:46][CH3:47])=[CH:42][CH:41]=1>C1(C)C=CC=CC=1.C(OCC)(=O)C.O>[F:1][C:2]1[CH:7]=[CH:6][C:5]([CH2:8][N:9]2[C:13]3[CH:14]=[CH:15][CH:16]=[CH:17][C:12]=3[N:11]=[C:10]2[C:18]([CH:20]2[CH2:25][CH2:24][N:23]([CH2:38][CH2:39][C:40]3[CH:45]=[CH:44][C:43]([O:46][CH3:47])=[CH:42][CH:41]=3)[CH2:22][CH2:21]2)=[O:19])=[CH:4][CH:3]=1 |f:1.2.3|. Procedure: To a stirred, room temperature, mixture of [1-[(4-fluorophenyl)methyl]-1H-benzimidazol-2-yl]-4-piperidinylmethanone, mono (trifluoroacetate) (1.82 g, 4.03×10-3 mole), potassium carbonate (1.39 g, 1.00×10-2 mole), and sieve dry DMF (15 ml) was added 1-(2-bromoethyl)-4-methoxybenzene (0.87 g, 4.04×10-3 mole). The reaction was then immersed in an oil bath which had been preheated to ca. 90° C. After being stirred at between 80°-90° C. for 22 hours, the reaction was allowed to cool to room temperatu... Starting materials: CC(NC(=O)OC(C)(C)C)c1cccc(C=O)c1, CCO, Cl, NO. Yields the product CC(NC(=O)OC(C)(C)C)c1cccc(C=NO)c1. RXN SMILES: [C:1]([CH3:2])([CH3:3])([CH3:4])[O:5][C:6]([NH:7][CH:8]([CH3:9])[c:10]1[cH:11][c:12]([CH:16]=[O:17])[cH:13][cH:14][cH:15]1)=[O:18].[CH3:22][CH2:23][OH:24].[ClH:19].[NH2:20][OH:21]>>[C:1]([CH3:2])([CH3:3])([CH3:4])[O:5][C:6]([NH:7][CH:8]([CH3:9])[c:10]1[cH:11][c:12]([CH:16]=[N:20][OH:21])[cH:13][cH:14][cH:15]1)=[O:18]. The reactants are FC1=CC=C(C#N)C=C1 (4-fluorobenzonitrile), C(C)NCCO (2-(ethylamino)ethanol). Solvent: CS(=O)C (DMSO). Run at temperature 140 celsius. Product: C(C)N(CCO)C1=CC=C(C#N)C=C1 (4-[N-Ethyl,N-(2-hydroxyethyl)amino]benzonitrile). Yield: 21335.1%. As a reaction SMILES: F[C:2]1[CH:9]=[CH:8][C:5]([C:6]#[N:7])=[CH:4][CH:3]=1.[CH2:10]([NH:12][CH2:13][CH2:14][OH:15])[CH3:11]>CS(C)=O>[CH2:10]([N:12]([C:2]1[CH:9]=[CH:8][C:5]([C:6]#[N:7])=[CH:4][CH:3]=1)[CH2:13][CH2:14][OH:15])[CH3:11]. Reported procedure: A solution of 10 g (82.6 mmol) of 4-fluorobenzonitrile and 15 g (0.17 mmol) of 2-(ethylamino)ethanol in 30 ml of DMSO was stirred under heat at 140° C. for 3 hours, followed by extraction with ethyl acetate. The solvent was distilled out under reduced pressure, followed by washing with ethyl acetate, whereby 6.9 g of white powder were obtained (yield: 44%).